describe an organic reaction: reactants, conditions, products, and yield From a dataset of the Open Reaction Database (ORD), a public repository of structured organic reaction records. Starting materials: COc1ccc(N)nn1, [H-], O=C(Oc1ccc([N+](=O)[O-])cc1)N1CC(Oc2ccc(-c3ccccc3F)cn2)C1, [Na+], CN(C)C=O. Yields the product COc1ccc(NC(=O)N2CC(Oc3ccc(-c4ccccc4F)cn3)C2)nn1. As a reaction SMILES: [CH3:1][O:2][c:3]1[cH:4][cH:5][c:6]([NH2:9])[n:7][n:8]1.[H-:10].[N+:12]([c:13]1[cH:14][cH:15][c:16]([O:21][C:22](=[O:17])[N:24]2[CH2:25][CH:26]([O:28][c:29]3[n:30][cH:31][c:32](-[c:35]4[c:36]([F:41])[cH:37][cH:38][cH:39][cH:40]4)[cH:33][cH:34]3)[CH2:27]2)[cH:18][cH:19]1)([O-:20])=[O:23].[Na+:11].[O:42]=[CH:43][N:44]([CH3:45])[CH3:46]>>[CH3:1][O:2][c:3]1[cH:4][cH:5][c:6]([NH:9][C:22](=[O:21])[N:24]2[CH2:25][CH:26]([O:28][c:29]3[n:30][cH:31][c:32](-[c:35]4[c:36]([F:41])[cH:37][cH:38][cH:39][cH:40]4)[cH:33][cH:34]3)[CH2:27]2)[n:7][n:8]1. Reactants: [BH4-], CC(=O)O, CCOC(=O)c1cc2cc(SC#N)c(C(C)(C)C)cc2[nH]1, CO, [Na+], [Na], S. Yields the product CCOC(=O)c1cc2cc(S)c(C(C)(C)C)cc2[nH]1. RXN SMILES: [BH4-:24].[C:28]([OH:29])(=[O:30])[CH3:31].[CH2:1]([CH3:2])[O:3][C:4](=[O:5])[c:6]1[nH:7][c:8]2[cH:9][c:10]([C:18]([CH3:19])([CH3:20])[CH3:21])[c:11]([S:15][C:16]#[N:17])[cH:12][c:13]2[cH:14]1.[CH3:26][OH:27].[Na+:25].[Na:23].[SH2:22]>>[CH2:1]([CH3:2])[O:3][C:4](=[O:5])[c:6]1[nH:7][c:8]2[cH:9][c:10]([C:18]([CH3:19])([CH3:20])[CH3:21])[c:11]([SH:15])[cH:12][c:13]2[cH:14]1.